This data is from the Open Reaction Database (ORD), a public repository of structured organic reaction records. The task is: describe an organic reaction: reactants, conditions, products, and yield Reactants: NC=1C=NC2=CC=CC=C2C1NCCCC(=O)OCC (ethyl 4-(3-aminoquinolin-4-ylamino)butyrate), C(CCC)(OC)(OC)OC (trimethyl orthobutyrate). The product is C(CC)C=1N(C2=C(C=NC=3C=CC=CC23)N1)CCCC(=O)OCC (ethyl 4-(2-propyl-1H-imidazo[4,5-c]quinolin-1-yl)butyrate). The yield is 66.2%. RXN SMILES: [NH2:1][C:2]1[CH:3]=[N:4][C:5]2[C:10]([C:11]=1[NH:12][CH2:13][CH2:14][CH2:15][C:16]([O:18][CH2:19][CH3:20])=[O:17])=[CH:9][CH:8]=[CH:7][CH:6]=2.[C:21](OC)(OC)(OC)[CH2:22][CH2:23][CH3:24]>>[CH2:22]([C:21]1[N:12]([CH2:13][CH2:14][CH2:15][C:16]([O:18][CH2:19][CH3:20])=[O:17])[C:11]2[C:10]3[CH:9]=[CH:8][CH:7]=[CH:6][C:5]=3[N:4]=[CH:3][C:2]=2[N:1]=1)[CH2:23][CH3:24]. Reported procedure: The general method described in Step 3 of Example 15 was used to cyclize ethyl 4-(3-aminoquinolin-4-ylamino)butyrate (18.0 g, 65.9 mmol) by reaction with trimethyl orthobutyrate (10.4 g, 70.2 mmol) to provide ethyl 4-(2-propyl-1H-imidazo[4,5-c]quinolin-1-yl)butyrate (14.2 g) as a solid after chromatography on silica gel (elution with 5% methanol in dichloromethane). The reactants are C(CC)P1(OP(OP(O1)(=O)CCC)(=O)CCC)=O (T3P), O=C1COC2=C(N1)C=C(C=C2)C(=O)O (3-oxo-3,4-dihydro-2H-1,4-benzoxazine-6-carboxylic acid), O1CC(NC2=C1C=CC=C2)CC(=O)OC (methyl 3,4-dihydro-2H-1,4-benzoxazin-3-ylacetate), O1CC(NC2=C1C=CC=C2)CC(=O)OC (methyl 3,4-dihydro-2H-1,4-benzoxazin-3-ylacetate), TEA. Solvent: CCOC(=O)C (EtOAc), CCOC(=O)C (EtOAc). Run at temperature 75 celsius, time 16 hour. Product: O=C1COC2=C(N1)C=C(C=C2)C(=O)N2C(COC1=C2C=CC=C1)CC(=O)OC (Methyl {4-[(3-oxo-3,4-dihydro-2H-1,4-benzoxazin-6-yl)carbonyl]-3,4-dihydro-2H-1,4-benzoxazin-3-yl}acetate). Yield: 54.7%. RXN SMILES: C(P1(=O)OP(CCC)(=O)OP(CCC)(=O)O1)CC.[O:19]=[C:20]1[NH:25][C:24]2[CH:26]=[C:27]([C:30]([OH:32])=O)[CH:28]=[CH:29][C:23]=2[O:22][CH2:21]1.[O:33]1[C:38]2[CH:39]=[CH:40][CH:41]=[CH:42][C:37]=2[NH:36][CH:35]([CH2:43][C:44]([O:46][CH3:47])=[O:45])[CH2:34]1>CCOC(C)=O>[O:19]=[C:20]1[NH:25][C:24]2[CH:26]=[C:27]([C:30]([N:36]3[C:37]4[CH:42]=[CH:41][CH:40]=[CH:39][C:38]=4[O:33][CH2:34][CH:35]3[CH2:43][C:44]([O:46][CH3:47])=[O:45])=[O:32])[CH:28]=[CH:29][C:23]=2[O:22][CH2:21]1. Reported procedure: T3P (50% solution in EtOAc, 61.5 g, 96.6 mmol) was added to 3-oxo-3,4-dihydro-2H-1,4-benzoxazine-6-carboxylic acid (10.3 g, 53.1 mmol), methyl 3,4-dihydro-2H-1,4-benzoxazin-3-ylacetate (Intermediate 2, 10.0 g, 48.3 mmol) and TEA (26.8 mL, 193.2 mmol) in EtOAc (125 mL) at rt. The resulting mixture was stirred at 75° C. for 16 h. The resulting solution was diluted with 350 mL of EtOAc and washed with sat. aq. NaHCO3 solution (160 mL), 0.5 M HCl solution (160 mL) and brine (160 mL). The organic pha... Reactants: CCOC(C)=O, CCCCCC, CCN(C(C)C)C(C)C, Nc1nc(Cl)ccc1[N+](=O)[O-], CC(C)(C)OC(=O)c1cn(CCCN)cc1-c1ccc(Cl)cc1Cl. The product is CC(C)(C)OC(=O)c1cn(CCCNc2ccc([N+](=O)[O-])c(N)n2)cc1-c1ccc(Cl)cc1Cl. Reaction SMILES: [CH3:45][CH2:46][O:47][C:48]([CH3:49])=[O:50].[CH3:51][CH2:52][CH2:53][CH2:54][CH2:55][CH3:56].[CH:36]([N:37]([CH2:38][CH3:39])[CH:40]([CH3:41])[CH3:42])([CH3:43])[CH3:44].[Cl:25][c:26]1[cH:27][cH:28][c:29]([N+:33](=[O:34])[O-:35])[c:30]([NH2:32])[n:31]1.[NH2:1][CH2:2][CH2:3][CH2:4][n:5]1[cH:6][c:7]([C:18](=[O:19])[O:20][C:21]([CH3:22])([CH3:23])[CH3:24])[c:8](-[c:10]2[c:11]([Cl:17])[cH:12][c:13]([Cl:16])[cH:14][cH:15]2)[cH:9]1>>[NH:1]([CH2:2][CH2:3][CH2:4][n:5]1[cH:6][c:7]([C:18](=[O:19])[O:20][C:21]([CH3:22])([CH3:23])[CH3:24])[c:8](-[c:10]2[c:11]([Cl:17])[cH:12][c:13]([Cl:16])[cH:14][cH:15]2)[cH:9]1)[c:26]1[cH:27][cH:28][c:29]([N+:33](=[O:34])[O-:35])[c:30]([NH2:32])[n:31]1. Reaction SMILES: [F:1][C:2]1[CH:3]=[C:4]([CH:9]=[CH:10][C:11]=1[CH3:12])[C:5]([O:7][CH3:8])=[O:6].[Br:13]N1C(=O)CCC1=O.C(OOC(=O)C1C=CC=CC=1)(=O)C1C=CC=CC=1>C(Cl)(Cl)(Cl)Cl>[Br:13][CH2:12][C:11]1[CH:10]=[CH:9][C:4]([C:5]([O:7][CH3:8])=[O:6])=[CH:3][C:2]=1[F:1]. Product: BrCC1=C(C=C(C(=O)OC)C=C1)F (methyl 4-(bromomethyl)-3-fluorobenzoate). Procedure: To a mixture of methyl 3-fluoro-4-methylbenzoate (0.630 g; 3.75 mmol) in carbon tetrachloride (30 mL) was added N-bromosuccinimide (0.840 g, 4.67 mmol) and benzoyl peroxide (0.094 g; 0.375 mmol). The mixture was refluxed for 18 hours and the resulting suspension was concentrated under reduced pressure. The residue was purified by flash chromatography on silica gel (eluent 1 to 12% ethyl acetate in heptane) to give 0.444 g (48%) of methyl 4-(bromomethyl)-3-fluorobenzoate as an oily residue which ... The reactants are BrN1C(CCC1=O)=O (N-bromosuccinimide), C(C1=CC=CC=C1)(=O)OOC(C1=CC=CC=C1)=O (benzoyl peroxide), FC=1C=C(C(=O)OC)C=CC1C (methyl 3-fluoro-4-methylbenzoate). Yield: 47.9%. The solvent is C(Cl)(Cl)(Cl)Cl (carbon tetrachloride).